From a dataset of the Open Reaction Database (ORD), a public repository of structured organic reaction records. describe an organic reaction: reactants, conditions, products, and yield The reactants are N1(CCCCC1)CCN1C2=C(C3=CC=CC=C13)C(=NC(=N2)N2CCCC2)N2CCCC2 (9-[2-(1-piperidinyl)ethyl]-2,4-di-1-pyrrolidinyl-9H-pyrimido[4,5-b]indole), Cl (hydrochloric acid). Run in C(C)O (ethanol). Yields the product Cl.N1(CCCCC1)CCN1C2=C(C3=CC=CC=C13)C(=NC(=N2)N2CCCC2)N2CCCC2 (9-[2-(1-Piperidinyl)ethyl]-2,4-di-1-pyrrolidinyl-9H-pyrimido[4,5-b]indole monohydrochloride). RXN SMILES: [N:1]1([CH2:7][CH2:8][N:9]2[C:17]3[C:12](=[CH:13][CH:14]=[CH:15][CH:16]=3)[C:11]3[C:18]([N:27]4[CH2:31][CH2:30][CH2:29][CH2:28]4)=[N:19][C:20]([N:22]4[CH2:26][CH2:25][CH2:24][CH2:23]4)=[N:21][C:10]2=3)[CH2:6][CH2:5][CH2:4][CH2:3][CH2:2]1.[ClH:32]>C(O)C>[ClH:32].[N:1]1([CH2:7][CH2:8][N:9]2[C:17]3[C:12](=[CH:13][CH:14]=[CH:15][CH:16]=3)[C:11]3[C:18]([N:27]4[CH2:28][CH2:29][CH2:30][CH2:31]4)=[N:19][C:20]([N:22]4[CH2:23][CH2:24][CH2:25][CH2:26]4)=[N:21][C:10]2=3)[CH2:2][CH2:3][CH2:4][CH2:5][CH2:6]1 |f:3.4|. Procedure details: A mixture of 9-[2-(1-piperidinyl)ethyl]-2,4-di-1-pyrrolidinyl-9H-pyrimido[4,5-b]indole (I, EXAMPLE5, 44 g) and aqueous hydrochloric acid (1M, 107 mL) in ethanol (900 mL) is stirred at 60° until the mixture becomes homogeneous. The mixture is concentrated under reduced pressure in a stream of nitrogen. When the reaction volume reaches approximately half of the original volume, crystallization begins. The mixture is cooled to -10° for 3 hr and the title compound, is isolated by filtration, mp >260...